describe an organic reaction: reactants, conditions, products, and yield From a dataset of the Open Reaction Database (ORD), a public repository of structured organic reaction records. Starting materials: CCOC(=O)c1cc2n(c1)CNc1ccccc1-2, CC(C)=O, CCOC(=O)Cl, [Na+], [OH-], O. Product: CCOC(=O)c1cc2n(c1)CN(C(=O)OCC)c1ccccc1-2. RXN SMILES: [C:1](=[O:2])([O:3][CH2:4][CH3:5])[c:6]1[cH:7][c:8]2[n:9]([cH:18]1)[CH2:10][NH:11][c:12]1[cH:13][cH:14][cH:15][cH:16][c:17]1-2.[CH3:27][C:28](=[O:29])[CH3:30].[Cl:19][C:20](=[O:21])[O:22][CH2:23][CH3:24].[Na+:26].[OH-:25].[OH2:31]>>[C:1](=[O:2])([O:3][CH2:4][CH3:5])[c:6]1[cH:7][c:8]2[n:9]([cH:18]1)[CH2:10][N:11]([C:20](=[O:21])[O:22][CH2:23][CH3:24])[c:12]1[cH:13][cH:14][cH:15][cH:16][c:17]1-2. The reactants are ClC1=CC2=C(NC3=C2CNCC3)N=C1 (3-Chloro-6,7,8,9-tetrahydro-5H-dipyrido[2,3-b;3′,4′-d]pyrrole), CCN(C(C)C)C(C)C (DIEA), ClC1=CC=C(C(=O)Cl)C=C1 (4-Chlorobenzoyl chloride). Run in C1CCOC1 (THF). RXN SMILES: [Cl:1][C:2]1[CH:14]=[N:13][C:5]2[NH:6][C:7]3[CH2:12][CH2:11][NH:10][CH2:9][C:8]=3[C:4]=2[CH:3]=1.CCN(C(C)C)C(C)C.[Cl:24][C:25]1[CH:33]=[CH:32][C:28]([C:29](Cl)=[O:30])=[CH:27][CH:26]=1>C1COCC1>[ClH:1].[Cl:24][C:25]1[CH:33]=[CH:32][C:28]([C:29]([N:10]2[CH2:11][CH2:12][C:7]3[NH:6][C:5]4[N:13]=[CH:14][C:2]([Cl:1])=[CH:3][C:4]=4[C:8]=3[CH2:9]2)=[O:30])=[CH:27][CH:26]=1 |f:4.5|. The product is Cl.ClC1=CC=C(C=C1)C(=O)N1CC=2C3=C(NC2CC1)N=CC(=C3)Cl ((4-Chloro-phenyl)-(3-chloro-5,7,8,9-tetrahydro-dipyrido[2,3-b;3′,4′-d]pyrrol-6-yl)-methanone.Hydrochloride Salt). Procedure: 3-Chloro-6,7,8,9-tetrahydro-5H-dipyrido[2,3-b;3′,4′-d]pyrrole (50 mg, 0.24 mmol) and DIEA (0.05 L, 0.29 mmol) were dissolved in THF (2 ml) and stirred at room temperature. 4-Chlorobenzoyl chloride (0.04 mL, 0.29 mmol) was added dropwise, and the reaction was stirred for 1 h at room temperature. The reaction was quenched with H2O (200 mL). The resulting precipitate was filtered, and dried overnight under vacuum. The HCl salt was formed via dissolving the precipitate in MeOH (2 ml) and adding 1 M ... The reactants are CC(C(=O)OCC(=O)OC(C)(C)C)C/C(/C(=O)OC(C)(C)C)=C/C(=C/C(CC(CC(CC(CC)C)C)C)C)/C (1-(2-tert-butoxy-2-oxoethyl) 5-tert-butyl (Z)-2-methyl-4-{(E)-2,4,6,8,10-pentamethyldodec-2-enylidene}pentanedioate), FC(C(=O)O)(F)F (trifluoroacetic acid). Run in ClCCl (dichloromethane). Run at time 24 hour. The product is C(=O)(O)COC(C(C/C(/C(=O)O)=C/C(=C/C(CC(CC(CC(CC)C)C)C)C)/C)C)=O ((2Z,4E)-2-{3-(Carboxymethoxy)-2-methyl-3-oxopropyl}-4,6,8,10,12-pentamethyltetradec-2,4-dienoic Acid). Yield: 72.6%. Reaction SMILES: [CH3:1][CH:2]([CH2:14]/[C:15](=[CH:23]/[C:24](/[CH3:39])=[CH:25]/[CH:26]([CH3:38])[CH2:27][CH:28]([CH3:37])[CH2:29][CH:30]([CH3:36])[CH2:31][CH:32]([CH3:35])[CH2:33][CH3:34])/[C:16]([O:18]C(C)(C)C)=[O:17])[C:3]([O:5][CH2:6][C:7]([O:9]C(C)(C)C)=[O:8])=[O:4].FC(F)(F)C(O)=O>ClCCl>[C:7]([CH2:6][O:5][C:3](=[O:4])[CH:2]([CH3:1])[CH2:14]/[C:15](=[CH:23]/[C:24](/[CH3:39])=[CH:25]/[CH:26]([CH3:38])[CH2:27][CH:28]([CH3:37])[CH2:29][CH:30]([CH3:36])[CH2:31][CH:32]([CH3:35])[CH2:33][CH3:34])/[C:16]([OH:18])=[O:17])([OH:9])=[O:8]. Procedure details: (Step 2) To 1-(2-tert-butoxy-2-oxoethyl) 5-tert-butyl (Z)-2-methyl-4-{(E)-2,4,6,8,10-pentamethyldodec-2-enylidene}pentanedioate (14.7 mg, 0.027 mmol) obtained in Step 1, dichloromethane (2 mL) and trifluoroacetic acid (0.2 mL, 2.6 mmol) were added, and the resulting mixture was stirred at room temperature for 24 hours. The solvent was evaporated under reduced pressure, and the resulting residue was purified by thin-layer column chromatography (methanol/chloroform=1/9), whereby Compound 9 (8.6 mg... As a reaction SMILES: [CH2:1]([C@H:8]([NH:24][C:25]([C:27]1[CH:28]=[CH:29][CH:30]=[C:31]2[C:36]=1[N:35]=[CH:34][N:33]([CH:37]([CH2:41][CH2:42][CH3:43])[CH2:38][CH2:39][CH3:40])[C:32]2=[O:44])=[O:26])[C@H:9]([OH:23])[CH2:10][NH:11][CH2:12][C:13]1[CH:18]=[CH:17][CH:16]=[C:15]([C:19]([F:22])([F:21])[F:20])[CH:14]=1)[C:2]1[CH:7]=[CH:6][CH:5]=[CH:4][CH:3]=1.[ClH:45]>C(OCC)C.O1CCOCC1>[ClH:45].[CH2:1]([C@H:8]([NH:24][C:25]([C:27]1[CH:28]=[CH:29][CH:30]=[C:31]2[C:36]=1[N:35]=[CH:34][N:33]([CH:37]([CH2:41][CH2:42][CH3:43])[CH2:38][CH2:39][CH3:40])[C:32]2=[O:44])=[O:26])[C@H:9]([OH:23])[CH2:10][NH:11][CH2:12][C:13]1[CH:18]=[CH:17][CH:16]=[C:15]([C:19]([F:21])([F:22])[F:20])[CH:14]=1)[C:2]1[CH:3]=[CH:4][CH:5]=[CH:6][CH:7]=1 |f:4.5|. Procedure: 180 mg of N-[(1S,2R)-1-benzyl-2-hydroxy-3-{[3-(trifluoromethyl)benzyl]-amino}propyl]-4-oxo-3-(1-propylbutyl)-3,4-dihydroquinazoline-8-carboxamide are dissolved in 2.5 cm3 of ethyl ether at a temperature close to 20° C. 0.53 cm3 of a 4M solution of hydrochloric acid in dioxane is added, while stirring and under argon, at a temperature of 5° C. The reaction mixture precipitates. The suspension is stirred for 10 min then the stirring is stopped in order to remove the supernatant. 5 cm3 of ethyl eth... Product: Cl.C(C1=CC=CC=C1)[C@@H]([C@@H](CNCC1=CC(=CC=C1)C(F)(F)F)O)NC(=O)C=1C=CC=C2C(N(C=NC12)C(CCC)CCC)=O (N-[(1S,2R)-1-benzyl-2-hydroxy-3-{[3-(trifluoromethyl)benzyl]amino}propyl]-4-oxo-3-(1-propylbutyl)-3,4-dihydroquinazoline-8-carboxamide hydrochloride). Reactants: solution, Cl (hydrochloric acid), C(C1=CC=CC=C1)[C@@H]([C@@H](CNCC1=CC(=CC=C1)C(F)(F)F)O)NC(=O)C=1C=CC=C2C(N(C=NC12)C(CCC)CCC)=O (N-[(1S,2R)-1-benzyl-2-hydroxy-3-{[3-(trifluoromethyl)benzyl]-amino}propyl]-4-oxo-3-(1-propylbutyl)-3,4-dihydroquinazoline-8-carboxamide). Reaction conditions: temperature 5 celsius. Run in O1CCOCC1 (dioxane), C(C)OCC (ethyl ether). Product: CC(F)(C(=O)O)C(=O)NCc1cc(F)cc(F)c1. The reactants are CCOC(=O)C(C)(F)C(=O)OCC, CC(C(=O)O)C(=O)NCc1cc(F)cc(F)c1. As a reaction SMILES: [F:18][C:19]([CH3:20])([C:21]([O:22][CH2:23][CH3:24])=[O:25])[C:26]([O:27][CH2:28][CH3:29])=[O:30].[F:1][c:2]1[cH:3][c:4]([CH2:5][NH:6][C:7]([CH:8]([C:9](=[O:10])[OH:11])[CH3:12])=[O:13])[cH:14][c:15]([F:17])[cH:16]1>>[F:1][c:2]1[cH:3][c:4]([CH2:5][NH:6][C:7]([C:8]([C:9](=[O:10])[OH:11])([CH3:12])[F:18])=[O:13])[cH:14][c:15]([F:17])[cH:16]1. The reactants are N(C)CC1=CC=CC=C1 (HNMeBzl), N([C@@H](CC1=CC=CC=C1)C(=O)O)C(=O)OC(C)(C)C (Boc-Phe-OH), CN1CCOCC1 (NMM), ClC(=O)OCC(C)C (isobutyl chloroformate). Run in C(Cl)Cl (methylene chloride). Reaction conditions: temperature -35 celsius, time 20 minute. Yields the product N([C@@H](CC1=CC=CC=C1)C(=O)N(C)CC1=CC=CC=C1)C(=O)OC(C)(C)C (Boc-Phe-NMeBzl). The yield is 85.4%. Reaction SMILES: [NH:1]([C:13]([O:15][C:16]([CH3:19])([CH3:18])[CH3:17])=[O:14])[C@H:2]([C:10]([OH:12])=O)[CH2:3][C:4]1[CH:9]=[CH:8][CH:7]=[CH:6][CH:5]=1.CN1CCOCC1.ClC(OCC(C)C)=O.[NH:35]([CH2:37][C:38]1[CH:43]=[CH:42][CH:41]=[CH:40][CH:39]=1)[CH3:36]>C(Cl)Cl>[NH:1]([C:13]([O:15][C:16]([CH3:19])([CH3:18])[CH3:17])=[O:14])[C@H:2]([C:10]([N:35]([CH2:37][C:38]1[CH:43]=[CH:42][CH:41]=[CH:40][CH:39]=1)[CH3:36])=[O:12])[CH2:3][C:4]1[CH:5]=[CH:6][CH:7]=[CH:8][CH:9]=1. Reported procedure: A solution of Boc-Phe-OH (5.48 g) and NMM (2.09 g) in methylene chloride (50 ml) was cooled to -20° C. To this solution was added dropwise isobutyl chloroformate (2.82 g) maintaining the temperature between -22° C. to -20° C. in 7 minutes. After stirring the mixture for 20 minutes at the same temperature, the solution was cooled to -35° C. and HNMeBzl (2.50 g) was added dropwise to the solution. The reaction mixture was stirred for 2 hours during which period the temperature was gradually raised... Yields the product C(=O)N1CCN(CC1)CCOC (1-formyl-4-(2-methoxyethyl)piperazine). Reaction SMILES: [CH:1]([N:3]1[CH2:8][CH2:7][NH:6][CH2:5][CH2:4]1)=[O:2].C(=O)([O-])[O-].[Na+].[Na+].[CH3:15][O:16][CH2:17][CH2:18]Br>CO>[CH:1]([N:3]1[CH2:8][CH2:7][N:6]([CH2:18][CH2:17][O:16][CH3:15])[CH2:5][CH2:4]1)=[O:2] |f:1.2.3|. The yield is 102.2%. The solvent is CO (methanol). Reported procedure: To a solution of 37.1 g of N-formylpiperazine and 37.1 g of anhydrous sodium carbonate in 50 mL of methanol was added dropwise 53.15 g of methoxyethyl bromide, and the mixture was refluxed for 3.5 hours. After cooling to room temperature, insolubles were filtered out and the filtrate was concentrated. To the residue was added water and chloroform. After separating the organic layer, the aqueous layer was extracted with chloroform. The combined organic layer was dried over anhydrous magnesium sul... Reactants: C(=O)N1CCNCC1 (N-formylpiperazine), C([O-])([O-])=O.[Na+].[Na+] (sodium carbonate), COCCBr (methoxyethyl bromide).